This data is from the Open Reaction Database (ORD), a public repository of structured organic reaction records. The task is: describe an organic reaction: reactants, conditions, products, and yield Reactants: [Cl-].[NH4+] (ammonium chloride), CI (methyl iodide), C(C)C1(CN(CCC1)C(=O)OC(C)(C)C)C(=O)[O-] (1-tert-butyl 3-ethylpiperidine-1,3-dicarboxylate), C(C)(C)[N-]C(C)C.[Li+] (lithium diisopropylamide). The solvent is C1CCOC1 (THF), C1CCOC1 (THF). Reaction conditions: time 50 minute. The product is CC1(CN(CCC1)C(=O)OC(C)(C)C)C(=O)OCC (1-tert-Butyl 3-ethyl 3-methylpiperidine-1,3-dicarboxylate). Reaction SMILES: [CH2:1]([C:3]1([C:16]([O-:18])=[O:17])[CH2:8][CH2:7][CH2:6][N:5]([C:9]([O:11][C:12]([CH3:15])([CH3:14])[CH3:13])=[O:10])[CH2:4]1)C.[CH:19]([N-]C(C)C)(C)[CH3:20].[Li+].CI.[Cl-].[NH4+]>C1COCC1>[CH3:1][C:3]1([C:16]([O:18][CH2:19][CH3:20])=[O:17])[CH2:8][CH2:7][CH2:6][N:5]([C:9]([O:11][C:12]([CH3:13])([CH3:14])[CH3:15])=[O:10])[CH2:4]1 |f:1.2,4.5|. Procedure details: A THF (5 mL) solution of 1-tert-butyl 3-ethylpiperidine-1,3-dicarboxylate (1 g, 3.89 mmol) was added dropwise to a THF (15 mL) solution of lithium diisopropylamide (5.83 mmol) in a nitrogen atmosphere at −78 degrees over 5 minutes. The mixture was raised to room temperature, and stirred for 50 minutes. The temperature of the reaction mixture was lowered to −78 degrees again, and methyl iodide (1.21 mL, 19.43 mmol) was added dropwise at −78 degrees over 5 minutes. The reaction mixture was then ra... Starting materials: Cl, CNC(=O)c1c(-c2ccc(F)cc2)nn2ccc(-c3cccc(C(=O)O)c3)cc12, O=C(O)C(F)(F)F, NC1(c2ccccc2)CCC1. Product: CNC(=O)c1c(-c2ccc(F)cc2)nn2ccc(-c3cccc(C(=O)NC4(c5ccccc5)CCC4)c3)cc12. Reaction SMILES: [ClH:30].[F:1][c:2]1[cH:3][cH:4][c:5](-[c:8]2[n:9][n:10]3[c:11]([cH:12][c:13](-[c:16]4[cH:17][c:18]([C:19](=[O:20])[OH:21])[cH:22][cH:23][cH:24]4)[cH:14][cH:15]3)[c:25]2[C:26]([NH:27][CH3:28])=[O:29])[cH:6][cH:7]1.[F:42][C:43]([F:44])([F:45])[C:46]([OH:47])=[O:48].[c:31]1([C:37]2([NH2:41])[CH2:38][CH2:39][CH2:40]2)[cH:32][cH:33][cH:34][cH:35][cH:36]1>>[F:1][c:2]1[cH:3][cH:4][c:5](-[c:8]2[n:9][n:10]3[c:11]([cH:12][c:13](-[c:16]4[cH:17][c:18]([C:19](=[O:20])[NH:41][C:37]5([c:31]6[cH:32][cH:33][cH:34][cH:35][cH:36]6)[CH2:38][CH2:39][CH2:40]5)[cH:22][cH:23][cH:24]4)[cH:14][cH:15]3)[c:25]2[C:26]([NH:27][CH3:28])=[O:29])[cH:6][cH:7]1.